This data is from the Open Reaction Database (ORD), a public repository of structured organic reaction records. The task is: describe an organic reaction: reactants, conditions, products, and yield The reactants are CI (methyl iodide), CC(=CCOC=1C(=NSN1)C=1C=NC=CC1)C (3-(4-(3-methyl-2-butenyloxy)-1, 2,5-thiadiazol-3-yl)pyridine). Solvent: CC(=O)C (acetone). Run at time 18 hour. Yields the product [I-].CC(=CCOC=1C(=NSN1)C=1C=[N+](C=CC1)C)C (3-(4-(3-methyl-2-butenyloxy)-1,2,5-thiadiazol-3-yl)-1-methylpyridinium iodide). As a reaction SMILES: [CH3:1][I:2].[CH3:3][C:4]([CH3:19])=[CH:5][CH2:6][O:7][C:8]1[C:9]([C:13]2[CH:14]=[N:15][CH:16]=[CH:17][CH:18]=2)=[N:10][S:11][N:12]=1>CC(C)=O>[I-:2].[CH3:3][C:4]([CH3:19])=[CH:5][CH2:6][O:7][C:8]1[C:9]([C:13]2[CH:14]=[N+:15]([CH3:1])[CH:16]=[CH:17][CH:18]=2)=[N:10][S:11][N:12]=1 |f:3.4|. Procedure details: A mixture of methyl iodide (1 ml, 15 mmol) and 3-(4-(3-methyl-2-butenyloxy)-1, 2,5-thiadiazol-3-yl)pyridine (3 mmol) in acetone (3 ml) was stirred at room temperature for 18 h. The title compound precipitated from the solution and was collected by filtration to yield 0.92 g (79%).